From a dataset of the Open Reaction Database (ORD), a public repository of structured organic reaction records. describe an organic reaction: reactants, conditions, products, and yield Product: C1(=CC=C(C=C1)S(=O)(=O)N1C(SCC1)C(=O)NCC1=CC=C(C=C1)F)C1=CC=CC=C1 (3-([1,1′-biphenyl]-4-ylsulfonyl)-N-(4-fluorobenzyl)-1,3-thiazolidine-2-carboxamide). Reactants: C(C)(C)(C)OC(=O)N1C(SCC1)C(=O)O (3-(tert-butoxycarbonyl)-1,3-thiazolidine-2-carboxylic acid), FC1=CC=C(C=C1)CN ((4-fluorophenyl)methanamine), C1=CC=C(C=C1)/C(=N/O)/C2=CC=C(C=C2)[N+](=O)[O-] (oxime resin), C1(=CC=C(C=C1)S(=O)(=O)Cl)C1=CC=CC=C1 (1,1′-biphenyl-4-sulfonyl chloride). Reaction SMILES: C(OC([N:8]1[CH2:12][CH2:11][S:10][CH:9]1[C:13]([OH:15])=O)=O)(C)(C)C.C1C=CC(/C(/C2C=CC([N+]([O-])=O)=CC=2)=N/O)=CC=1.[C:34]1([C:44]2[CH:49]=[CH:48][CH:47]=[CH:46][CH:45]=2)[CH:39]=[CH:38][C:37]([S:40](Cl)(=[O:42])=[O:41])=[CH:36][CH:35]=1.[F:50][C:51]1[CH:56]=[CH:55][C:54]([CH2:57][NH2:58])=[CH:53][CH:52]=1>>[C:34]1([C:44]2[CH:49]=[CH:48][CH:47]=[CH:46][CH:45]=2)[CH:39]=[CH:38][C:37]([S:40]([N:8]2[CH2:12][CH2:11][S:10][CH:9]2[C:13]([NH:58][CH2:57][C:54]2[CH:55]=[CH:56][C:51]([F:50])=[CH:52][CH:53]=2)=[O:15])(=[O:42])=[O:41])=[CH:36][CH:35]=1. Procedure: Following the general solid phase method as outlined Example 33, starting from 3-(tert-butoxycarbonyl)-1,3-thiazolidine-2-carboxylic acid, Kaiser oxime resin, 1,1′-biphenyl-4-sulfonyl chloride and (4-fluorophenyl)methanamine, the title compound was obtained in 92% purity by HPLC. Starting materials: O=C([O-])O, CC(C)=O, Cl, [Na+], Nc1ncnc2c1c(-c1ccc(Oc3ccccc3)nc1)nn2C1CCC2(CC1)OCCO2. Yields the product Nc1ncnc2c1c(-c1ccc(Oc3ccccc3)nc1)nn2C1CCC(=O)CC1. RXN SMILES: [C:35](=[O:36])([OH:37])[O-:38].[CH3:40][C:41](=[O:42])[CH3:43].[ClH:34].[Na+:39].[O:1]1[CH2:3][CH2:2][O:4][C:5]12[CH2:6][CH2:7][CH:8]([n:11]1[n:12][c:13](-[c:21]3[cH:22][n:23][c:24]([O:27][c:28]4[cH:29][cH:30][cH:31][cH:32][cH:33]4)[cH:25][cH:26]3)[c:14]3[c:15]1[n:16][cH:17][n:18][c:19]3[NH2:20])[CH2:9][CH2:10]2>>[O:4]=[C:5]1[CH2:6][CH2:7][CH:8]([n:11]2[n:12][c:13](-[c:21]3[cH:22][n:23][c:24]([O:27][c:28]4[cH:29][cH:30][cH:31][cH:32][cH:33]4)[cH:25][cH:26]3)[c:14]3[c:15]2[n:16][cH:17][n:18][c:19]3[NH2:20])[CH2:9][CH2:10]1. Starting materials: BrC1=C(C(CC1)=O)C (3-bromo-2-methylcyclopent-2-enone), N1=CC(=CC=C1)B(O)O (3-pyridine boronic acid). Yields the product CC=1C(CCC1C=1C=NC=CC1)=O (2-Methyl-3-pyridin-3-yl-cyclopent-2-enone). Yield: 31.0%. As a reaction SMILES: Br[C:2]1[CH2:6][CH2:5][C:4](=[O:7])[C:3]=1[CH3:8].[N:9]1[CH:14]=[CH:13][CH:12]=[C:11](B(O)O)[CH:10]=1>>[CH3:8][C:3]1[C:4](=[O:7])[CH2:5][CH2:6][C:2]=1[C:11]1[CH:10]=[N:9][CH:14]=[CH:13][CH:12]=1. Procedure: Synthesized from 3-bromo-2-methylcyclopent-2-enone and 3-pyridine boronic acid according to the general procedure described for the Suzuki coupling. Purification by automated flash chromatography using gradient elution (0 to 100% ethyl acetate/hexanes) and further recrystallization yielded the product (38 mg, 31%) as a brown oil. 1H NMR (CDCl3, 300 MHz): δ 8.78 (s, 1H), 8.63 (br d, J=3.6 Hz, 1H), 7.82 (dt, J=8.1, 2.1 Hz, 1H), 7.40 (dd, J=8.1, 4.8 Hz, 1H), 2.91-2.96 (m, 2H), 2.56-2.59 (m, 2H), 1....